Task: describe an organic reaction: reactants, conditions, products, and yield. Dataset: the Open Reaction Database (ORD), a public repository of structured organic reaction records Yields the product C(C(=O)O)(=O)O.C1(CCCCC1)SC(CN1C=NC=C1)CSC1CCCCC1 (1-[2',3'-bis(cyclohexylthio)propyl]imidazole oxalate). Starting materials: C(C(=O)O)(=O)O (Oxalic acid), C1(CCCCC1)SC(CN1C=NC=C1)CSC1CCCCC1 (1-[2',3'-bis(cyclohexylthio)propyl]imidazole). As a reaction SMILES: [C:1]([OH:6])(=[O:5])[C:2]([OH:4])=[O:3].[CH:7]1([S:13][CH:14]([CH2:21][S:22][CH:23]2[CH2:28][CH2:27][CH2:26][CH2:25][CH2:24]2)[CH2:15][N:16]2[CH:20]=[CH:19][N:18]=[CH:17]2)[CH2:12][CH2:11][CH2:10][CH2:9][CH2:8]1>>[C:1]([OH:6])(=[O:5])[C:2]([OH:4])=[O:3].[CH:7]1([S:13][CH:14]([CH2:21][S:22][CH:23]2[CH2:28][CH2:27][CH2:26][CH2:25][CH2:24]2)[CH2:15][N:16]2[CH:20]=[CH:19][N:18]=[CH:17]2)[CH2:8][CH2:9][CH2:10][CH2:11][CH2:12]1 |f:2.3|. Procedure: Oxalic acid is added dropwise to a stirred solution of 3.2 g. of 1-[2',3'-bis(cyclohexylthio)propyl]imidazole in 300 ml. of anhydrous ether until precipitation is complete. The product is filtered off, washed with ether, air dried and recrystallized from ethyl acetate to yield 1-[2',3'-bis(cyclohexylthio)propyl]imidazole oxalate, m.p. 85.5°-88.5° C.